Task: describe an organic reaction: reactants, conditions, products, and yield. Dataset: the Open Reaction Database (ORD), a public repository of structured organic reaction records Reactants: N1N=NC2=C1C=CC=C2 (benzotriazole), C(=C)N1C(CCC1)=O (1-vinyl-2-pyrrolidinone). Product: O=C1N(CCC1)C(C)C1=CC=CC=2NN=NC21 ([1-(2-oxo-1-pyrrolidinyl)ethyl]benzotriazole). Isolated yield 64.0%. Reaction SMILES: [NH:1]1[C:5]2[CH:6]=[CH:7][CH:8]=[CH:9][C:4]=2[N:3]=[N:2]1.[CH:10]([N:12]1[CH2:16][CH2:15][CH2:14][C:13]1=[O:17])=[CH2:11]>>[O:17]=[C:13]1[CH2:14][CH2:15][CH2:16][N:12]1[CH:10]([C:9]1[C:4]2[N:3]=[N:2][NH:1][C:5]=2[CH:6]=[CH:7][CH:8]=1)[CH3:11]. Procedure: This product is synthesised, in 64% yield, from benzotriazole and 1-vinyl-2-pyrrolidinone by the same method described in Example 1. The product distils at 180°/0.05 mbar and solidifies, on standing, to yield a white solid mp 77°-9° C. Reactants: COc1ccc(CC2CN(Cc3ccccc3)C(=O)N2C(C(=O)OC(C)(C)C)C(C)C)cc1, ClCCl, O=C(O)C(F)(F)F. Product: COc1ccc(CC2CN(Cc3ccccc3)C(=O)N2C(C(=O)O)C(C)C)cc1. RXN SMILES: [CH2:1]([c:2]1[cH:3][cH:4][cH:5][cH:6][cH:7]1)[N:8]1[C:9](=[O:33])[N:10]([CH:22]([C:23](=[O:24])[O:25][C:26]([CH3:27])([CH3:28])[CH3:29])[CH:30]([CH3:31])[CH3:32])[CH:11]([CH2:13][c:14]2[cH:15][cH:16][c:17]([O:20][CH3:21])[cH:18][cH:19]2)[CH2:12]1.[Cl:41][CH2:42][Cl:43].[F:34][C:35]([F:36])([F:37])[C:38]([OH:39])=[O:40]>>[CH2:1]([c:2]1[cH:3][cH:4][cH:5][cH:6][cH:7]1)[N:8]1[C:9](=[O:33])[N:10]([CH:22]([C:23](=[O:24])[OH:25])[CH:30]([CH3:31])[CH3:32])[CH:11]([CH2:13][c:14]2[cH:15][cH:16][c:17]([O:20][CH3:21])[cH:18][cH:19]2)[CH2:12]1. Reactants: CCOC(=O)c1ccc(CSc2nnc(-c3cccnc3)s2)nc1, CS(=O)(=O)O, CC(=O)O, [Na+], O, O=C([O-])O. The product is CCOC(=O)c1ccc(CS(=O)c2nnc(-c3cccnc3)s2)nc1. Reaction SMILES: [CH2:1]([CH3:2])[O:3][C:4](=[O:5])[c:6]1[cH:7][cH:8][c:9]([CH2:12][S:13][c:14]2[s:15][c:16](-[c:19]3[cH:20][n:21][cH:22][cH:23][cH:24]3)[n:17][n:18]2)[n:10][cH:11]1.[CH3:25][S:26](=[O:27])([OH:28])=[O:29].[CH3:30][C:31](=[O:32])[OH:33].[Na+:34].[OH2:39].[OH:35][C:36](=[O:37])[O-:38]>>[CH2:1]([CH3:2])[O:3][C:4](=[O:5])[c:6]1[cH:7][cH:8][c:9]([CH2:12][S:13]([c:14]2[s:15][c:16](-[c:19]3[cH:20][n:21][cH:22][cH:23][cH:24]3)[n:17][n:18]2)=[O:27])[n:10][cH:11]1. The reactants are C(C)N1C=C(C(C2=CC(=C(C(=C12)F)F)F)=O)C(=O)O (1-ethyl-6,7,8-trifluoro-1,4-dihydro-4-oxoquinoline-3-carboxylic acid), NCC1NCCOC1 (3-(aminomethyl)morpholine). Product: NCC1COCCN1C1=C(C=C2C(C(=CN(C2=C1F)CC)C(=O)O)=O)F (7-[3-(aminomethyl)morpholino]-1-ethyl-6,8-difluoro-1,4-dihydro-4-oxoquinoline-3-carboxylic acid). As a reaction SMILES: [CH2:1]([N:3]1[C:12]2[C:7](=[CH:8][C:9]([F:15])=[C:10](F)[C:11]=2[F:13])[C:6](=[O:16])[C:5]([C:17]([OH:19])=[O:18])=[CH:4]1)[CH3:2].[NH2:20][CH2:21][CH:22]1[CH2:27][O:26][CH2:25][CH2:24][NH:23]1>>[NH2:20][CH2:21][CH:22]1[N:23]([C:10]2[C:11]([F:13])=[C:12]3[C:7]([C:6](=[O:16])[C:5]([C:17]([OH:19])=[O:18])=[CH:4][N:3]3[CH2:1][CH3:2])=[CH:8][C:9]=2[F:15])[CH2:24][CH2:25][O:26][CH2:27]1. Procedure details: By the use of 1-ethyl-6,7,8-trifluoro-1,4-dihydro-4-oxoquinoline-3-carboxylic acid and 3-(aminomethyl)morpholine, the reaction is similarly carried out as Example 1 to give 7-[3-(aminomethyl)morpholino]-1-ethyl-6,8-difluoro-1,4-dihydro-4-oxoquinoline-3-carboxylic acid. As a reaction SMILES: Cl[C:2]1[C:15]2[C:14](=[O:16])[C:13]3[C:8](=[C:9]([NH:17][CH2:18][CH2:19][N:20]([CH3:22])[CH3:21])[CH:10]=[CH:11][CH:12]=3)[C:7](=[O:23])[C:6]=2[CH:5]=[CH:4][CH:3]=1.[CH3:24][N:25]([CH3:30])[CH2:26][CH2:27][NH:28][CH3:29]>>[CH3:24][N:25]([CH3:30])[CH2:26][CH2:27][N:28]([CH3:29])[C:2]1[C:15]2[C:14](=[O:16])[C:13]3[C:8](=[C:9]([NH:17][CH2:18][CH2:19][N:20]([CH3:22])[CH3:21])[CH:10]=[CH:11][CH:12]=3)[C:7](=[O:23])[C:6]=2[CH:5]=[CH:4][CH:3]=1. Starting materials: ClC1=CC=CC=2C(C3=C(C=CC=C3C(C12)=O)NCCN(C)C)=O (1-Chloro-5-(2-(dimethylamino)ethylamino)anthracene-9,10-dione), CN(CCNC)C (N,N,N′-trimethylethylenediamine). Procedure: This procedure was carried out as described previously in Example 19, using Compound 17 (500 mg, 1.52 mmol) and N,N,N′-trimethylethylenediamine (988 μL, 7.6 mmol). The dye was obtained as a red solid (260 mg) after Biotage purification using a gradient of methanol in chloroform. Abs (max, PBS pH 7.4)=530 nm; Em=646 nm. The structure of Compound 41 is given below: Yield: 43.4%. The product is CN(CCN(C1=CC=CC=2C(C3=C(C=CC=C3C(C12)=O)NCCN(C)C)=O)C)C (1-((2-(dimethylamino)ethyl) (methyl)amino)-5-(2-(dimethylamino) ethylamino)anthracene-9,10-dione). The reactants are [O-]S(=O)(=S)[O-].[Na+].[Na+] (Na2S2O3), C(=O)(O)[O-].[Na+] (NaHCO3), OO (Hydrogen Peroxide), C(C)(=O)O (Acetic acid), OO (Hydrogen Peroxide), CSC1=NN2C(C=N1)=CC=C2C2=NC=CC=C2 (2-Methylsulfanyl-7-pyridin-2-yl-pyrrolo[2,1-f][1,2,4]triazine). The reagents and catalysts are O.O.[O-][W](=O)(=O)[O-].[Na+].[Na+] (Sodium Tungstate Dihydrate). Solvent: CO (Methanol). Reaction conditions: temperature 65 celsius. Product: CS(=O)(=O)C1=NN2C(C=N1)=CC=C2C2=NC=CC=C2 (2-Methanesulfonyl-7-pyridin-2-yl-pyrrolo[2,1-f][1,2,4]triazine). RXN SMILES: CS[C:3]1[N:8]=[CH:7][C:6]2=[CH:9][CH:10]=[C:11]([C:12]3[CH:17]=[CH:16][CH:15]=[CH:14][N:13]=3)[N:5]2[N:4]=1.[C:18](O)(=O)C.OO.[O-:24][S:25]([O-:28])(=S)=O.[Na+].[Na+].C([O-])(O)=O.[Na+]>CO.O.O.[O-][W]([O-])(=O)=O.[Na+].[Na+]>[CH3:18][S:25]([C:3]1[N:8]=[CH:7][C:6]2=[CH:9][CH:10]=[C:11]([C:12]3[CH:17]=[CH:16][CH:15]=[CH:14][N:13]=3)[N:5]2[N:4]=1)(=[O:28])=[O:24] |f:3.4.5,6.7,9.10.11.12.13|. Procedure details: 2-Methylsulfanyl-7-pyridin-2-yl-pyrrolo[2,1-f][1,2,4]triazine (0.173 g, 0.714 mmol) was dissolved in Methanol (5.00 mL) and Sodium Tungstate Dihydrate (19.0 mg, 0.0576 mmol), Acetic acid (0.338 mL, 5.94 mmol) and 50% Hydrogen Peroxide (0.150 mL, 2.64 mmol) were added. The reaction mixture was then stirred and heated at 65° C. overnight. More 50% Hydrogen Peroxide (0.1 mL) was added and the reaction continued stirring. Once the reaction was complete, 5 mL of 10% Na2S2O3 and 2 mL 50% sat. NaHCO3 w... Starting materials: BrCCBr, [Li]CCCC, C1CCOC1, CO, COC(=O)c1sccc1NC(=O)C(F)(F)F, [Na+], [Na+], [Na+], O=C([O-])O, O=S([O-])([O-])=S. Yields the product COC(=O)c1sc(Br)cc1NC(=O)C(F)(F)F. As a reaction SMILES: [Br:22][CH2:23][CH2:24][Br:25].[CH2:1]([Li:2])[CH2:3][CH2:4][CH3:5].[CH2:38]1[O:39][CH2:40][CH2:41][CH2:42]1.[CH3:43][OH:44].[F:6][C:7]([C:8](=[O:9])[NH:10][c:11]1[c:12]([C:16](=[O:17])[O:18][CH3:19])[s:13][cH:14][cH:15]1)([F:20])[F:21].[Na+:30].[Na+:36].[Na+:37].[O-:26][C:27]([OH:28])=[O:29].[S:31]([O-:32])([O-:33])(=[O:34])=[S:35]>>[F:6][C:7]([C:8](=[O:9])[NH:10][c:11]1[c:12]([C:16](=[O:17])[O:18][CH3:19])[s:13][c:14]([Br:22])[cH:15]1)([F:20])[F:21]. The reactants are CC(C)=O, Oc1cc(C(F)(F)F)nc2c(Cl)ccc(F)c12, CI, [K+], [K+], O=C([O-])[O-]. The product is COc1cc(C(F)(F)F)nc2c(Cl)ccc(F)c12. Reaction SMILES: [CH3:26][C:27](=[O:28])[CH3:29].[Cl:1][c:2]1[cH:3][cH:4][c:5]([F:17])[c:6]2[c:7]([OH:16])[cH:8][c:9]([C:12]([F:13])([F:14])[F:15])[n:10][c:11]12.[I:24][CH3:25].[K+:18].[K+:19].[O-:20][C:21]([O-:22])=[O:23]>>[Cl:1][c:2]1[cH:3][cH:4][c:5]([F:17])[c:6]2[c:7]([O:16][CH3:21])[cH:8][c:9]([C:12]([F:13])([F:14])[F:15])[n:10][c:11]12.